The task is: describe an organic reaction: reactants, conditions, products, and yield. This data is from the Open Reaction Database (ORD), a public repository of structured organic reaction records. Starting materials: O=C(Cl)CCl, ClCCl, Nc1ccccc1C=O, O. RXN SMILES: [Cl:10][CH2:11][C:12](=[O:13])[Cl:14].[Cl:16][CH2:17][Cl:18].[NH2:1][c:2]1[c:3]([CH:4]=[O:5])[cH:6][cH:7][cH:8][cH:9]1.[OH2:15]>>[NH:1]([c:2]1[c:3]([CH:4]=[O:5])[cH:6][cH:7][cH:8][cH:9]1)[C:12]([CH2:11][Cl:10])=[O:13]. Product: O=Cc1ccccc1NC(=O)CCl.